This data is from the Open Reaction Database (ORD), a public repository of structured organic reaction records. The task is: describe an organic reaction: reactants, conditions, products, and yield The reactants are COc1cc2c(cc1[N+](=O)[O-])N(C(=O)CCN1CCN(C(C)C)CC1)CC2, CCO, O, O, Cl[Sn]Cl. Yields the product COc1cc2c(cc1N)N(C(=O)CCN1CCN(C(C)C)CC1)CC2. As a reaction SMILES: [CH3:1][CH:2]([CH3:3])[N:4]1[CH2:5][CH2:6][N:7]([CH2:10][CH2:11][C:12](=[O:13])[N:14]2[CH2:15][CH2:16][c:17]3[cH:18][c:19]([O:26][CH3:27])[c:20]([N+:23]([O-:24])=[O:25])[cH:21][c:22]32)[CH2:8][CH2:9]1.[CH3:33][CH2:34][OH:35].[OH2:28].[OH2:29].[Sn:30]([Cl:31])[Cl:32]>>[CH3:1][CH:2]([CH3:3])[N:4]1[CH2:5][CH2:6][N:7]([CH2:10][CH2:11][C:12](=[O:13])[N:14]2[CH2:15][CH2:16][c:17]3[cH:18][c:19]([O:26][CH3:27])[c:20]([NH2:23])[cH:21][c:22]32)[CH2:8][CH2:9]1.